Dataset: the Open Reaction Database (ORD), a public repository of structured organic reaction records. Task: describe an organic reaction: reactants, conditions, products, and yield The reactants are CCc1cn2c(n1)sc1ccccc12, CN(C)C=O, [NH4+], [OH-], O, O=P(Cl)(Cl)Cl. Product: CCc1nc2sc3ccccc3n2c1C=O. Reaction SMILES: [CH2:1]([CH3:2])[c:3]1[n:4][c:5]2[s:6][c:7]3[c:8]([n:9]2[cH:10]1)[cH:11][cH:12][cH:13][cH:14]3.[CH3:20][N:21]([CH:22]=[O:23])[CH3:24].[NH4+:25].[OH-:26].[OH2:27].[P:15]([Cl:16])([Cl:17])([Cl:18])=[O:19]>>[CH2:1]([CH3:2])[c:3]1[n:4][c:5]2[s:6][c:7]3[c:8]([n:9]2[c:10]1[CH:22]=[O:23])[cH:11][cH:12][cH:13][cH:14]3.